This data is from the Open Reaction Database (ORD), a public repository of structured organic reaction records. The task is: describe an organic reaction: reactants, conditions, products, and yield The reactants are CCOC(=O)C(=NO)C(=O)C(F)(F)F, CCO, Cl, [H][H]. The product is CCOC(=O)C(N)C(=O)C(F)(F)F, Cl. Reaction SMILES: [CH2:1]([CH3:2])[O:3][C:4]([C:5]([C:6]([C:7]([F:8])([F:9])[F:10])=[O:11])=[N:12][OH:13])=[O:14].[CH3:18][CH2:19][OH:20].[ClH:15].[H:16][H:17]>>[CH2:1]([CH3:2])[O:3][C:4]([CH:5]([C:6]([C:7]([F:8])([F:9])[F:10])=[O:11])[NH2:12])=[O:14].[ClH:15]. Reactants: CCOP(=O)(CC(CC(C)C)C(=O)OCc1ccccc1)CN1C(=O)c2ccccc2C1=O, CCO, NN, O. Product: CCOP(=O)(CN)CC(CC(C)C)C(=O)OCc1ccccc1. RXN SMILES: [CH2:1]([CH3:2])[O:3][P:4](=[O:5])([CH2:6][N:7]1[C:8](=[O:9])[c:10]2[cH:11][cH:12][cH:13][cH:14][c:15]2[C:16]1=[O:17])[CH2:18][CH:19]([C:20](=[O:21])[O:22][CH2:23][c:24]1[cH:25][cH:26][cH:27][cH:28][cH:29]1)[CH2:30][CH:31]([CH3:32])[CH3:33].[CH3:37][CH2:38][OH:39].[NH2:35][NH2:36].[OH2:34]>>[CH2:1]([CH3:2])[O:3][P:4](=[O:5])([CH2:6][NH2:7])[CH2:18][CH:19]([C:20](=[O:21])[O:22][CH2:23][c:24]1[cH:25][cH:26][cH:27][cH:28][cH:29]1)[CH2:30][CH:31]([CH3:32])[CH3:33]. As a reaction SMILES: N[C:2]1[C:11]2[C:6](=[N:7][CH:8]=[CH:9][N:10]=2)[N:5]=[C:4]([CH2:12][O:13][CH2:14][C:15]2[CH:20]=[CH:19][CH:18]=[CH:17][CH:16]=2)[N:3]=1.C([OH:23])C>[OH-].[Na+]>[CH2:14]([O:13][CH2:12][C:4]1[NH:3][C:2](=[O:23])[C:11]2[C:6](=[N:7][CH:8]=[CH:9][N:10]=2)[N:5]=1)[C:15]1[CH:20]=[CH:19][CH:18]=[CH:17][CH:16]=1 |f:2.3|. The reactants are NC1=NC(=NC2=NC=CN=C12)COCC1=CC=CC=C1 (4-amino-2-(benzyloxymethyl)pteridine), C(C)O (ethanol). Solvent: [OH-].[Na+] (sodium hydroxide). Reported procedure: Obtained using the procedure described in section b of Example 9, starting with 10.0 g (0.037 mole) of crude 4-amino-2-(benzyloxymethyl)pteridine in 300 ml of 5% aqueous sodium hydroxide. Heating time: 2 hours at 80° C. Yld: 8.2 g (83%), m.p. 157°-159° C. (ethanol). Product: C(C1=CC=CC=C1)OCC1=NC2=NC=CN=C2C(N1)=O (2-Benzyloxymethyl-4(3H)-pteridinone). The reactants are O=C1N=C(NN1C1=CC=CC=C1)C(=O)OC (Methyl 2,5-dihydro-5-oxo-1-phenyl-1h-1,2,4-triazole-3-carboxylate), CO (MeOH), O (water), LiOH monohydrate. Procedure: Methyl 2,5-dihydro-5-oxo-1-phenyl-1h-1,2,4-triazole-3-carboxylate (300.0 mg, 1.4 mmol) was mixed with MeOH (4.5 mL, 110 mmol) and water (0.5 mL, 30 mmol) at room temperature, then treated with LiOH monohydrate (0.1 g, 2.7 mmol) at room temperature overnight. The mixture was concentrated and the resulting residue was acidified to pH˜1 with 1N aqueous HCl. The resulting solids were filtered and rinsed with water, then dried in vacuo to give the title compound as a yellowish solid (185 mg), which w... As a reaction SMILES: [O:1]=[C:2]1[N:6]([C:7]2[CH:12]=[CH:11][CH:10]=[CH:9][CH:8]=2)[NH:5][C:4]([C:13]([O:15]C)=[O:14])=[N:3]1.CO.O>>[O:1]=[C:2]1[N:6]([C:7]2[CH:12]=[CH:11][CH:10]=[CH:9][CH:8]=2)[N:5]=[C:4]([C:13]([OH:15])=[O:14])[NH:3]1. Yield: 64.4%. Product: O=C1NC(=NN1C1=CC=CC=C1)C(=O)O (5-Oxo-1-phenyl-4,5-dihydro-1H-[1,2,4]triazole-3-carboxylic Acid). The reactants are NC1=CC=2C=3N(C(N(C2C=C1)CC1=CC=CC=C1)=O)CCN3 (9-amino-5-oxo-6-benzyl-2,3,5,6-tetrahydroimidazo-[1,2-c]-quinazoline), C(CC)(=O)Cl (propionic acid chloride). The product is C(CC)(=O)NC1=CC=2C=3N(C(N(C2C=C1)CC1=CC=CC=C1)=O)CCN3 (9-Propionylamino-5-oxo-6-benzyl-2,3,5,6-tetrahydroimidazo-[1,2-c]-quinazoline). As a reaction SMILES: [NH2:1][C:2]1[CH:11]=[CH:10][C:9]2[N:8]([CH2:12][C:13]3[CH:18]=[CH:17][CH:16]=[CH:15][CH:14]=3)[C:7](=[O:19])[N:6]3[CH2:20][CH2:21][N:22]=[C:5]3[C:4]=2[CH:3]=1.[C:23](Cl)(=[O:26])[CH2:24][CH3:25]>>[C:23]([NH:1][C:2]1[CH:11]=[CH:10][C:9]2[N:8]([CH2:12][C:13]3[CH:18]=[CH:17][CH:16]=[CH:15][CH:14]=3)[C:7](=[O:19])[N:6]3[CH2:20][CH2:21][N:22]=[C:5]3[C:4]=2[CH:3]=1)(=[O:26])[CH2:24][CH3:25]. Reported procedure: Preparation analogously to Example 37 from 9-amino-5-oxo-6-benzyl-2,3,5,6-tetrahydroimidazo-[1,2-c]-quinazoline and propionic acid chloride. Procedure details: To a solution of 6-chloro-3-methyluracil (1 equiv., 1 wt.), N-methylpyrrolidone (NMP; 4 vol.) and diisopropylethylamine (Hünig's base, 1.5 equiv., 1.21 wt.), was added a solution of α-bromotoluoylnitrile (1.1 equiv., 1.35 wt.) and toluene (4 vol.). The mixture was heated at 60-70° C. and agitated for 2-3 hrs, or until completion. The solution was then cooled to 20-30° C., quenched with deionized water (5 vol.) at less than 35° C., agitated for 30 min, cooled to 0-5° C., and then agitated for at ... Reactants: ClC1=CC(N(C(N1)=O)C)=O (6-chloro-3-methyluracil), CN1C(CCC1)=O (N-methylpyrrolidone), C(C)(C)N(CC)C(C)C (diisopropylethylamine), α-bromotoluoylnitrile, C1(=CC=CC=C1)C (toluene). Reaction conditions: temperature 65 celsius, time 2.5 hour. The product is ClC1=CC(N(C(N1CC1=C(C#N)C=CC=C1)=O)C)=O (2-((6-chloro-3-methyl-2,4-dioxo-3,4-dihydropyrimidin-1(2H)-yl)methyl)benzonitrile). RXN SMILES: [Cl:1][C:2]1[NH:7][C:6](=[O:8])[N:5]([CH3:9])[C:4](=[O:10])[CH:3]=1.C[N:12]1[CH2:16][CH2:15][CH2:14][C:13]1=O.C(N(C(C)C)CC)(C)C.[C:27]1(C)[CH:32]=CC=[CH:29][CH:28]=1>>[Cl:1][C:2]1[N:7]([CH2:13][C:14]2[CH:29]=[CH:28][CH:27]=[CH:32][C:15]=2[C:16]#[N:12])[C:6](=[O:8])[N:5]([CH3:9])[C:4](=[O:10])[CH:3]=1. Yields the product CCN1CCCC1CNC(=O)c1nc(C)c(C)nc1OC. Reaction SMILES: [CH2:26]=[O:27].[CH3:1][OH:2].[CH3:3][O:4][c:5]1[c:6]([C:13]([O:15][CH3:14])=[O:16])[n:7][c:8]([CH3:12])[c:9]([CH3:11])[n:10]1.[CH:28]([Cl:29])([Cl:30])[Cl:31].[Cl:32][CH2:33][Cl:34].[NH2:17][CH2:18][CH:19]1[N:20]([CH2:24][CH3:25])[CH2:21][CH2:22][CH2:23]1.[OH2:35]>>[CH3:3][O:4][c:5]1[c:6]([C:13](=[O:15])[NH:17][CH2:18][CH:19]2[N:20]([CH2:24][CH3:25])[CH2:21][CH2:22][CH2:23]2)[n:7][c:8]([CH3:12])[c:9]([CH3:11])[n:10]1. Reactants: C=O, CO, COC(=O)c1nc(C)c(C)nc1OC, ClC(Cl)Cl, ClCCl, CCN1CCCC1CN, O. Reaction SMILES: [NH3:1].[Cl:2][C:3]1[CH:35]=[CH:34][C:6]([CH2:7][C:8]2[N:9]=[C:10]([O:30][CH2:31][CH2:32][CH3:33])[C:11]3[N:16]=[C:15]([C:17]4[CH:22]=[C:21]([CH3:23])[C:20]([O:24][CH2:25][CH:26]5[CH2:28][O:27]5)=[C:19]([CH3:29])[CH:18]=4)[O:14][C:12]=3[N:13]=2)=[CH:5][CH:4]=1>CO>[NH2:1][CH2:28][CH:26]([OH:27])[CH2:25][O:24][C:20]1[C:19]([CH3:29])=[CH:18][C:17]([C:15]2[O:14][C:12]3[N:13]=[C:8]([CH2:7][C:6]4[CH:34]=[CH:35][C:3]([Cl:2])=[CH:4][CH:5]=4)[N:9]=[C:10]([O:30][CH2:31][CH2:32][CH3:33])[C:11]=3[N:16]=2)=[CH:22][C:21]=1[CH3:23]. Product: NCC(COC1=C(C=C(C=C1C)C=1OC=2N=C(N=C(C2N1)OCCC)CC1=CC=C(C=C1)Cl)C)O (1-Amino-3-{4-[5-(4-chloro-benzyl)-7-propoxy-oxazolo[5,4-d]pyrimidin-2-yl]-2,6-dimethyl-phenoxy}-propan-2-ol). The solvent is CO (methanol). The reactants are solution, N (ammonia), ClC1=CC=C(CC=2N=C(C3=C(N2)OC(=N3)C3=CC(=C(C(=C3)C)OCC3OC3)C)OCCC)C=C1 (5-(4-chloro-benzyl)-2-(3,5-dimethyl-4-oxiranylmethoxy-phenyl)-7-propoxy-oxazolo[5,4-d]pyrimidine). Reported procedure: 5 ml of a 7 N solution of ammonia in methanol were added to 100 mg of crude 5-(4-chloro-benzyl)-2-(3,5-dimethyl-4-oxiranylmethoxy-phenyl)-7-propoxy-oxazolo[5,4-d]pyrimidine. The mixture was heated to 60° C. for 6 h. Then the solvent was removed in vacuo and the residue was purified by silica gel chromatography (method SC1) to give 44 mg of the title compound. Run at temperature 60 celsius. The reactants are OCc1cc(Br)cc(C(F)(F)F)c1, ClCCl, [Na+], [OH-]. Product: O=Cc1cc(Br)cc(C(F)(F)F)c1. Reaction SMILES: [Br:1][c:2]1[cH:3][c:4]([CH2:12][OH:13])[cH:5][c:6]([C:8]([F:9])([F:10])[F:11])[cH:7]1.[Cl:16][CH2:17][Cl:18].[Na+:15].[OH-:14]>>[Br:1][c:2]1[cH:3][c:4]([CH:12]=[O:13])[cH:5][c:6]([C:8]([F:9])([F:10])[F:11])[cH:7]1. Starting materials: [Br-], COc1ccccc1C=O, CS(C)=O, c1ccc([P+](c2ccccc2)(c2ccccc2)C2CCCC2)cc1, [H-], [Na+], O. Product: COc1ccccc1C=C1CCCC1. RXN SMILES: [Br-:3].[CH3:28][O:29][c:30]1[c:31]([CH:32]=[O:33])[cH:34][cH:35][cH:36][cH:37]1.[CH3:38][S:39]([CH3:40])=[O:41].[CH:4]1([P+:9]([c:10]2[cH:11][cH:12][cH:13][cH:14][cH:15]2)([c:16]2[cH:17][cH:18][cH:19][cH:20][cH:21]2)[c:22]2[cH:23][cH:24][cH:25][cH:26][cH:27]2)[CH2:5][CH2:6][CH2:7][CH2:8]1.[H-:1].[Na+:2].[OH2:42]>>[C:4]1(=[CH:32][c:31]2[c:30]([O:29][CH3:28])[cH:37][cH:36][cH:35][cH:34]2)[CH2:5][CH2:6][CH2:7][CH2:8]1.